From a dataset of the Open Reaction Database (ORD), a public repository of structured organic reaction records. describe an organic reaction: reactants, conditions, products, and yield Starting materials: C(C)N(C(=O)C1=C(C=CC(=C1)C=1C=NN(C1)CCCO)NC1=NC(=NC=C1C(F)(F)F)NC1=C(C=C(CP(OCC)(O)=O)C=C1)OC)CC (Ethyl hydrogen (4-{[4-({2-(diethylcarbamoyl)-4-[1-(3-hydroxypropyl)-1H-pyrazol-4-yl]phenyl}amino)-5-(trifluoromethyl)pyrimidin-2-yl]amino}-3-methoxybenzyl)phosphonate), OCCCN1N=CC(=C1)C1=C(C(=C(C=C1)NC1=NC(=NC=C1C(F)(F)F)NC1=C(C=C(CP(OCC)(OCC)=O)C=C1)OC)C(NC)=O)C (diethyl (4-{[4-({4-[1-(3-hydroxypropyl)-1H-pyrazol-4-yl]-3-methyl-2-(methyl carbamoyl)phenyl}amino)-5-(trifluoromethyl) pyrimidin-2-yl]amino}-3-methoxybenzyl)phosphonate), OCCCN1N=CC(=C1)C1=C(C(=C(C=C1)NC1=NC(=NC=C1C(F)(F)F)NC1=C(C=C(CP(OCC)(OCC)=O)C=C1)OC)C(NC)=O)C (diethyl (4-{[4-({4-[1-(3-hydroxypropyl)-1H-pyrazol-4-yl]-3-methyl-2-(methyl carbamoyl)phenyl}amino)-5-(trifluoromethyl) pyrimidin-2-yl]amino}-3-methoxybenzyl)phosphonate). Yields the product OCCCN1N=CC(=C1)C1=C(C(=C(C=C1)NC1=NC(=NC=C1C(F)(F)F)NC1=C(C=C(CP(OCC)(O)=O)C=C1)OC)C(NC)=O)C (Ethyl hydrogen (4-{[4-({4-[1-(3-hydroxypropyl)-1H-pyrazol-4-yl]-3-methyl-2-(methylcarbamoyl)phenyl}amino)-5-(trifluoromethyl)pyrimidin-2-yl]amino}-3-methoxybenzyl)phosphonate). As a reaction SMILES: C(N(CC)C(C1C=C(C2C=NN(CCCO)C=2)C=CC=1NC1C(C(F)(F)F)=CN=C(NC2C=CC(CP(=O)(O)OCC)=CC=2OC)N=1)=O)C.[OH:50][CH2:51][CH2:52][CH2:53][N:54]1[CH:58]=[C:57]([C:59]2[CH:64]=[CH:63][C:62]([NH:65][C:66]3[C:71]([C:72]([F:75])([F:74])[F:73])=[CH:70][N:69]=[C:68]([NH:76][C:77]4[CH:91]=[CH:90][C:80]([CH2:81][P:82](=[O:89])([O:86]CC)[O:83][CH2:84][CH3:85])=[CH:79][C:78]=4[O:92][CH3:93])[N:67]=3)=[C:61]([C:94](=[O:97])[NH:95][CH3:96])[C:60]=2[CH3:98])[CH:56]=[N:55]1>>[OH:50][CH2:51][CH2:52][CH2:53][N:54]1[CH:58]=[C:57]([C:59]2[CH:64]=[CH:63][C:62]([NH:65][C:66]3[C:71]([C:72]([F:73])([F:74])[F:75])=[CH:70][N:69]=[C:68]([NH:76][C:77]4[CH:91]=[CH:90][C:80]([CH2:81][P:82](=[O:86])([OH:89])[O:83][CH2:84][CH3:85])=[CH:79][C:78]=4[O:92][CH3:93])[N:67]=3)=[C:61]([C:94](=[O:97])[NH:95][CH3:96])[C:60]=2[CH3:98])[CH:56]=[N:55]1. Procedure: Prepared analogously to Compound 3A using diethyl (4-{[4-({4-[1-(3-hydroxypropyl)-1H-pyrazol-4-yl]-3-methyl-2-(methyl carbamoyl)phenyl}amino)-5-(trifluoromethyl) pyrimidin-2-yl]amino}-3-methoxybenzyl)phosphonate (Compound 29B). 1H NMR (CD3OD, 400 MHz): δ 8.25 (s, 1H), 7.92 (s, 1H), 7.79 (d, J=8.1 Hz, 1H), 7.69 (s, 1H), 7.64 (d, J=8.3 Hz, 1H), 7.46 (d, J=8.4 Hz, 1H), 6.99 (s, 1H), 6.59 (d, J=6.8 Hz, 1H), 4.35 (t, J=6.8 Hz, 2H), 3.88 (s, 3H), 3.79 (m, 2H), 3.60 (t, J=6.1 Hz, 2H), 2.87 (d, J=21.5 H... The reactants are IC1=CC(=CC=C1)Br (1-iodo-3-bromobenzene), solution, C(C(C)C)[Mg]Br (isobutyl magnesium bromide). Reagents/catalysts: C=1C=CC(=CC1)[P](C=2C=CC=CC2)(C=3C=CC=CC3)[Pd]([P](C=4C=CC=CC4)(C=5C=CC=CC5)C=6C=CC=CC6)([P](C=7C=CC=CC7)(C=8C=CC=CC8)C=9C=CC=CC9)[P](C=1C=CC=CC1)(C=1C=CC=CC1)C=1C=CC=CC1 (tetrakis(triphenylphosphine)palladium(0)). Run in C1=CC=CC=C1 (benzene), O1CCCC1 (tetrahydrofuran), O (water). Reaction conditions: time 2 hour. The product is BrC=1C=C(C=CC1)CC(C)C (3-Bromo-isobutylbenzene). RXN SMILES: I[C:2]1[CH:7]=[CH:6][CH:5]=[C:4]([Br:8])[CH:3]=1.[CH2:9]([Mg]Br)[CH:10]([CH3:12])[CH3:11]>C1C=CC=CC=1.O1CCCC1.O.C1C=CC([P]([Pd]([P](C2C=CC=CC=2)(C2C=CC=CC=2)C2C=CC=CC=2)([P](C2C=CC=CC=2)(C2C=CC=CC=2)C2C=CC=CC=2)[P](C2C=CC=CC=2)(C2C=CC=CC=2)C2C=CC=CC=2)(C2C=CC=CC=2)C2C=CC=CC=2)=CC=1>[Br:8][C:4]1[CH:3]=[C:2]([CH2:9][CH:10]([CH3:12])[CH3:11])[CH:7]=[CH:6][CH:5]=1 |^1:30,32,51,70|. Procedure details: To a solution of 1-iodo-3-bromobenzene (6.0 g, 21.2 mmol) in 100 mL of benzene at room temperature under argon, 1.2 g (1.06 mmol) of tetrakis(triphenylphosphine)palladium(0) was added and to this mixture a 2M solution in tetrahydrofuran of isobutyl magnesium bromide (10.6 mL) was added dropwise over 15 minutes. The mixture was stirred 2 hours, diluted with 100 mL of water, the organic layer was separated and the aqueous layer was extracted with 2×100 mL of ether. The combined organic extracts we...